Task: describe an organic reaction: reactants, conditions, products, and yield. Dataset: the Open Reaction Database (ORD), a public repository of structured organic reaction records Starting materials: C[Mg+].[Br-] (CH3MgBr), N1C=CC2=CC=CC=C12 (1H-indole), ClC1=NC=CC(=N1)Cl (2,4-dichloropyrimidine). Run in ClCCCl (1,2-dichloroethane). Run at time 15 minute. The product is ClC1=NC=CC(=N1)C1=CNC2=CC=CC=C12 (3-(2-Chloropyrimidin-4-yl)-1H-indole). Isolated yield 45.9%. As a reaction SMILES: C[Mg+].[Br-].[NH:4]1[C:12]2[C:7](=[CH:8][CH:9]=[CH:10][CH:11]=2)[CH:6]=[CH:5]1.[Cl:13][C:14]1[N:19]=[C:18](Cl)[CH:17]=[CH:16][N:15]=1>ClCCCl>[Cl:13][C:14]1[N:19]=[C:18]([C:6]2[C:7]3[C:12](=[CH:11][CH:10]=[CH:9][CH:8]=3)[NH:4][CH:5]=2)[CH:17]=[CH:16][N:15]=1 |f:0.1|. Procedure: CH3MgBr (3M in diethyl ether, 22.68 mL, 68.03 mmol) was added dropwise over a period of 10 minutes to a stirred solution of 1H-indole (7.97 g, 68.03 mmol) in 1,2-dichloroethane (250 mL) at 0° C. under an atmosphere of N2. The resulting solution was stirred for 15 minutes and then 2,4-dichloropyrimidine (15.00 g, 100.69 mmol) was added in one portion. The resulting solution was allowed to warm to r.t. and was stirred for a further 16 h. The reaction was quenched by the addition of CH3OH (25 mL) t... The reactants are ClC1=NC=CC=C1OC (2-chloro-3-methoxypyridine), NCC1CC1 (aminomethylcyclopropane). Reaction conditions: temperature 125 celsius. Product: C1(CC1)CNC1=NC=CC=C1OC (2-cyclopropylmethylamino-3-methoxypyridine). The yield is 50.0%. As a reaction SMILES: Cl[C:2]1[C:7]([O:8][CH3:9])=[CH:6][CH:5]=[CH:4][N:3]=1.[NH2:10][CH2:11][CH:12]1[CH2:14][CH2:13]1>>[CH:12]1([CH2:11][NH:10][C:2]2[C:7]([O:8][CH3:9])=[CH:6][CH:5]=[CH:4][N:3]=2)[CH2:14][CH2:13]1. Procedure: A mixture of 2.00 g (13.9 mmol) of 2-chloro-3-methoxypyridine (Lancaster) in 13.3 mL of aminomethylcyclopropane was heated at 125° C. in a sealed tube for 4 days. The mixture was then cooled to room temperature and partitioned between Et2O and water. The aqueous layer was washed with Et2O, and the combined extracts were washed with brine, dried with MgSO4, filtered, and concentrated. The residue was passed through a plug of silica gel with CH2Cl2 to provide 1.25 g (7.01 mmol; 50%) of 2-cycloprop...